Task: describe an organic reaction: reactants, conditions, products, and yield. Dataset: the Open Reaction Database (ORD), a public repository of structured organic reaction records Starting materials: CC=1C=C(C=C(C1)NC1=NC=CC(=N1)C(F)(F)F)C1=CN=C(S1)CCC(=O)OCC (Ethyl 3-[5-(3-methyl-5-{[4-(trifluoromethyl)pyrimidin-2-yl]amino}phenyl)-1,3-thiazol-2-yl]-propanoate), C[Mg]Br (Methylmagnesium bromide), C1CCOC1 (THF). Conditions: temperature -78 celsius, time 90 minute. The product is CC(C)(CCC=1SC(=CN1)C1=CC(=CC(=C1)NC1=NC=CC(=N1)C(F)(F)F)C)O (2-methyl-4-[5-(3-methyl-5-{[4-(trifluoromethyl)pyrimidin-2-yl]amino}phenyl)-1,3-thiazol-2-yl]butan-2-ol). Yield: 75.0%. RXN SMILES: [CH3:1][C:2]1[CH:3]=[C:4]([C:19]2[S:23][C:22]([CH2:24][CH2:25]C(OCC)=O)=[N:21][CH:20]=2)[CH:5]=[C:6]([NH:8][C:9]2[N:14]=[C:13]([C:15]([F:18])([F:17])[F:16])[CH:12]=[CH:11][N:10]=2)[CH:7]=1.[CH3:31][Mg]Br.[CH2:34]1[CH2:38][O:37]CC1>>[CH3:31][C:38]([OH:37])([CH2:25][CH2:24][C:22]1[S:23][C:19]([C:4]2[CH:5]=[C:6]([NH:8][C:9]3[N:14]=[C:13]([C:15]([F:17])([F:18])[F:16])[CH:12]=[CH:11][N:10]=3)[CH:7]=[C:2]([CH3:1])[CH:3]=2)=[CH:20][N:21]=1)[CH3:34]. Procedure details: Ethyl 3-[5-(3-methyl-5-{[4-(trifluoromethyl)pyrimidin-2-yl]amino}phenyl)-1,3-thiazol-2-yl]-propanoate (Example 79-1, 100 mg, 0.229 mmol) was taken up in THF (5 mL) and cooled to −78° C. Methylmagnesium bromide (3.0 M in Et2O, 305 μL, 0.916 mmol) was added, and the reaction was stirred at −78° C. for 90 min. It was then warmed to room temperature. After 1 h at room temperature, the reaction was quenched with saturated NH4Cl and extracted with ethyl acetate (2×). The combined organic layers were w... Isolated yield 99.5%. Reagents/catalysts: [Pd] (palladium(0)). Product: OC=1C=C2C=C(NC2=CC1)CC(C(=O)OC)CC1=CC=CC=C1 (Methyl 3-(5-hydoxylindolyl)-2-benzylpropanoate). Reaction conditions: time 16 hour. Solvent: C(C)O (ethanol). Procedure: A mixture of methyl 3-(5-benzyloxyindolyl)-2-benzylpropanoate (0.16, 0.39 mmol), as prepared in the preceding step, 10% palladium(0) on carbon (0.02 g) in ethanol (10 mL) was stirred at ambient temperature under hydrogen (balloon) overnight (16 h). The catalyst was removed by filtration through Celite. The filtrate was concentrated to give the title compound as a light brown oil (0.12 g, 100%) which was used directly in next reaction. Reactants: C(C1=CC=CC=C1)OC=1C=C2C=C(NC2=CC1)CC(C(=O)OC)CC1=CC=CC=C1 (methyl 3-(5-benzyloxyindolyl)-2-benzylpropanoate). As a reaction SMILES: C([O:8][C:9]1[CH:10]=[C:11]2[C:15](=[CH:16][CH:17]=1)[NH:14][C:13]([CH2:18][CH:19]([CH2:24][C:25]1[CH:30]=[CH:29][CH:28]=[CH:27][CH:26]=1)[C:20]([O:22][CH3:23])=[O:21])=[CH:12]2)C1C=CC=CC=1>C(O)C.[Pd]>[OH:8][C:9]1[CH:10]=[C:11]2[C:15](=[CH:16][CH:17]=1)[NH:14][C:13]([CH2:18][CH:19]([CH2:24][C:25]1[CH:26]=[CH:27][CH:28]=[CH:29][CH:30]=1)[C:20]([O:22][CH3:23])=[O:21])=[CH:12]2.